Dataset: the Open Reaction Database (ORD), a public repository of structured organic reaction records. Task: describe an organic reaction: reactants, conditions, products, and yield The reactants are ClCCl, COCn1cc(CN(C(=O)OC(C)(C)C)S(=O)(=O)c2ccc(C(F)(F)F)cc2)c(C(O)c2ccc(F)cc2)n1, O=C(O)C(F)(F)F. The product is COCn1cc(CNS(=O)(=O)c2ccc(C(F)(F)F)cc2)c(C(O)c2ccc(F)cc2)n1. RXN SMILES: [Cl:47][CH2:48][Cl:49].[F:1][c:2]1[cH:3][cH:4][c:5]([CH:8]([c:9]2[n:10][n:11]([CH2:36][O:37][CH3:38])[cH:12][c:13]2[CH2:14][N:15]([C:16](=[O:17])[O:18][C:19]([CH3:20])([CH3:21])[CH3:22])[S:23](=[O:24])(=[O:25])[c:26]2[cH:27][cH:28][c:29]([C:32]([F:33])([F:34])[F:35])[cH:30][cH:31]2)[OH:39])[cH:6][cH:7]1.[OH:40][C:41]([C:42]([F:43])([F:44])[F:45])=[O:46]>>[F:1][c:2]1[cH:3][cH:4][c:5]([CH:8]([c:9]2[n:10][n:11]([CH2:36][O:37][CH3:38])[cH:12][c:13]2[CH2:14][NH:15][S:23](=[O:24])(=[O:25])[c:26]2[cH:27][cH:28][c:29]([C:32]([F:33])([F:34])[F:35])[cH:30][cH:31]2)[OH:39])[cH:6][cH:7]1. Starting materials: CCOCC (ether), O=C1N(C2=CC=CC=C2C12COC=1C2=CC2=C(OCO2)C1)CCC1CCN(CC1)C(=O)OC(C)(C)C (tert-butyl 4-[2-(2′-oxospiro[furo[2,3-f][1,3]benzodioxole-7,3′-indol]-1′(2′H)-yl)ethyl]piperidine-1-carboxylate), Cl (HCl). Run in O1CCOCC1 (dioxane), O1CCOCC1 (dioxane). Run at time 30 minute. Yields the product Cl.N1CCC(CC1)CCN1C(C2(C3=CC=CC=C13)COC=1C2=CC2=C(OCO2)C1)=O (1′-(2-piperidin-4-ylethyl)spiro[furo[2,3-f][1,3]benzodioxole-7,3′-indol]-2′(1′H)-one hydrochloride). The yield is 91.0%. Reaction SMILES: [O:1]=[C:2]1[C:10]2([C:14]3=[CH:15][C:16]4[O:20][CH2:19][O:18][C:17]=4[CH:21]=[C:13]3[O:12][CH2:11]2)[C:9]2[C:4](=[CH:5][CH:6]=[CH:7][CH:8]=2)[N:3]1[CH2:22][CH2:23][CH:24]1[CH2:29][CH2:28][N:27](C(OC(C)(C)C)=O)[CH2:26][CH2:25]1.[ClH:37].CCOCC>O1CCOCC1>[ClH:37].[NH:27]1[CH2:28][CH2:29][CH:24]([CH2:23][CH2:22][N:3]2[C:4]3[C:9](=[CH:8][CH:7]=[CH:6][CH:5]=3)[C:10]3([C:14]4=[CH:15][C:16]5[O:20][CH2:19][O:18][C:17]=5[CH:21]=[C:13]4[O:12][CH2:11]3)[C:2]2=[O:1])[CH2:25][CH2:26]1 |f:4.5|. Procedure: To a solution of tert-butyl 4-[2-(2′-oxospiro[furo[2,3-f][1,3]benzodioxole-7,3′-indol]-1′(2′H)-yl)ethyl]piperidine-1-carboxylate (0.94 g, 1.91 mmol) in dioxane (5.00 mL) was added 4.0 M HCl in dioxane (2.00 mL, 8.00 mmol). The mixture was stirred at ambient temperature for 30 min followed by the addition of anhydrous ether (40.0 mL). The precipitated white solid was filtered, washed with ether and dried to give the title compound (0.75 g, 91%): 1H NMR (300 MHz, CD3OD) δ 7.37 (t, 1H), 7.20-7.07 (...